Dataset: the Open Reaction Database (ORD), a public repository of structured organic reaction records. Task: describe an organic reaction: reactants, conditions, products, and yield Reactants: CC1CNCCN1, OCc1cnc(Cl)c(Cl)c1. Product: CC1CN(c2ncc(CO)cc2Cl)CCN1. Reaction SMILES: [CH3:11][CH:12]1[NH:13][CH2:14][CH2:15][NH:16][CH2:17]1.[Cl:1][c:2]1[cH:3][c:4]([CH2:9][OH:10])[cH:5][n:6][c:7]1[Cl:8]>>[Cl:1][c:2]1[cH:3][c:4]([CH2:9][OH:10])[cH:5][n:6][c:7]1[N:16]1[CH2:15][CH2:14][NH:13][CH:12]([CH3:11])[CH2:17]1. Starting materials: C(=O)(O)C(OC1=C(C=C(C=C1CCC)CN1C(=NC=2C1=NC(=CC2C)C)CC)CCC)C2=CC1=C(C=C2)OCO1 (3-[4-(1-Carboxy-1-(3,4-methylenedioxyphenyl)methoxy)-3,5-dipropylphenylmethyl]-5,7-dimethyl-2-ethyl-3H-imidazo[4,5-b]pyridine), C(=O)(N1C=NC=C1)N1C=NC=C1 (1,1'-carbonyldiimidazole), C(C)(C)S(=O)(=O)N (isopropylsulfonamide), N12CCCCCC2=NCCC1 (1,8-diazabicyclo[5.4.0]undec-7-ene). The solvent is C1CCOC1 (THF), C1CCOC1 (THF). Conditions: temperature 80 celsius. Yields the product C(C)(C)S(=O)(=O)NC(=O)C(OC1=C(C=C(C=C1CCC)CN1C(=NC=2C1=NC(=CC2C)C)CC)CCC)C2=CC1=C(C=C2)OCO1 (3-[4-(1-(isopropylsulfonylaminocarbonyl)-1-(3,4-methylenedioxyphenyl)methoxy)-3,5-dipropylphenyl-methyl]-5,7-dimethyl-2-ethyl-3H-imidazo[4,5-b]pyridine). Yield: 27.2%. Reaction SMILES: [C:1]([CH:4]([C:32]1[CH:37]=[CH:36][C:35]2[O:38][CH2:39][O:40][C:34]=2[CH:33]=1)[O:5][C:6]1[C:11]([CH2:12][CH2:13][CH3:14])=[CH:10][C:9]([CH2:15][N:16]2[C:20]3=[N:21][C:22]([CH3:26])=[CH:23][C:24]([CH3:25])=[C:19]3[N:18]=[C:17]2[CH2:27][CH3:28])=[CH:8][C:7]=1[CH2:29][CH2:30][CH3:31])([OH:3])=O.C(N1C=CN=C1)(N1C=CN=C1)=O.[CH:53]([S:56]([NH2:59])(=[O:58])=[O:57])([CH3:55])[CH3:54].N12CCCN=C1CCCCC2>C1COCC1>[CH:53]([S:56]([NH:59][C:1]([CH:4]([C:32]1[CH:37]=[CH:36][C:35]2[O:38][CH2:39][O:40][C:34]=2[CH:33]=1)[O:5][C:6]1[C:11]([CH2:12][CH2:13][CH3:14])=[CH:10][C:9]([CH2:15][N:16]2[C:20]3=[N:21][C:22]([CH3:26])=[CH:23][C:24]([CH3:25])=[C:19]3[N:18]=[C:17]2[CH2:27][CH3:28])=[CH:8][C:7]=1[CH2:29][CH2:30][CH3:31])=[O:3])(=[O:58])=[O:57])([CH3:55])[CH3:54]. Procedure: A 15 mL capacity high pressure vessel equipped with a magnetic stir bar was charged with a solution of 0.230 g (0.42 mmol) of the product of Example 13 in 4.0 mL of anhydrous THF and 0.172 g (1.06 mmol) of 1,1'-carbonyldiimidazole was added. The vessel was sealed and the contents were stirred and heated at 80° C. for 4 hours. The reaction was then cooled to room temperature, opened and a solution of 0.130 g (1.06 mmol) of isopropylsulfonamide and 158 μL (1.06 mmol) of 1,8-diazabicyclo[5.4.0]unde...